Task: describe an organic reaction: reactants, conditions, products, and yield. Dataset: the Open Reaction Database (ORD), a public repository of structured organic reaction records The reactants are N1(CCNCC1)C1=NC=C(C=C1)Cl (2-piperazino 5-chloro pyridine), ClCCCN1C(NC2=C1C=CC=C2)=O (1-(3-chloro propyl)-2,3-dihydro-1H-benzimidazol-2-one), C(C)(C)N(CC)C(C)C (diisopropylethylamine), O (water). The solvent is CN(C)C=O (DMF), C1(=CC=CC=C1)C (toluene). Reaction conditions: time 12 hour. Product: ClC=1C=CC(=NC1)N1CCN(CC1)CCCN1C(NC2=C1C=CC=C2)=O (1-{3-[4-(5-Chloro-pyridin-2-yl)-piperazin-1-yl]-propyl}-1,3-dihydro-benzoimidazol-2-one). Yield: 116.6%. As a reaction SMILES: [N:1]1([C:7]2[CH:12]=[CH:11][C:10]([Cl:13])=[CH:9][N:8]=2)[CH2:6][CH2:5][NH:4][CH2:3][CH2:2]1.Cl[CH2:15][CH2:16][CH2:17][N:18]1[C:22]2[CH:23]=[CH:24][CH:25]=[CH:26][C:21]=2[NH:20][C:19]1=[O:27].C(N(C(C)C)CC)(C)C.O>CN(C=O)C.C1(C)C=CC=CC=1>[Cl:13][C:10]1[CH:11]=[CH:12][C:7]([N:1]2[CH2:2][CH2:3][N:4]([CH2:15][CH2:16][CH2:17][N:18]3[C:22]4[CH:23]=[CH:24][CH:25]=[CH:26][C:21]=4[NH:20][C:19]3=[O:27])[CH2:5][CH2:6]2)=[N:8][CH:9]=1. Procedure: A mixture of 1.14 gm of 2-piperazino 5-chloro pyridine, 1.35 gm of 1-(3-chloro propyl)-2,3-dihydro-1H-benzimidazol-2-one (available from Janssen) and 1.49 gm of diisopropylethylamine in 3 ml DMF and 30 ml toluene is kept for 12 hours at 110° C. Upon cooling to ambient temperature, 30 ml water is added and the mixture is extracted with chloroform (CHCl3) and the extract is collected, washed with 20 ml water and dried over sodium sulfate (Na2SO4). The crude product (2.5 gm) which is obtained after... The reactants are Brc1ccc(OCc2ccccc2)cc1, COc1ccc2c(c1)C(=O)C(=O)N2, [Cu]I, [H-], [Na+], CN(C)C=O. Product: O=C1Nc2ccccc2C1=O. RXN SMILES: [CH2:16]([O:17][c:18]1[cH:19][cH:20][c:21]([Br:22])[cH:23][cH:24]1)[c:25]1[cH:26][cH:27][cH:28][cH:29][cH:30]1.[CH3:1][O:2][c:3]1[cH:4][c:5]2[c:9]([cH:10][cH:11]1)[NH:8][C:7](=[O:12])[C:6]2=[O:13].[Cu:36][I:37].[H-:14].[Na+:15].[O:31]=[CH:32][N:33]([CH3:34])[CH3:35]>>[cH:3]1[cH:4][c:5]2[c:9]([cH:10][cH:11]1)[NH:8][C:7](=[O:12])[C:6]2=[O:13]. Reactants: C([O-])([O-])=O.[K+].[K+] (potassium carbonate), N1N=CN=C1 (1H-1,2,4-Triazole), C([O-])([O-])=O.[K+].[K+] (potassium carbonate), CS(=O)(=O)Cl (Methanesulphonyl chloride), FC1=C(C=CC(=C1)F)[C@@](CO)([C@@H](C)C1=NC=NC=C1)O ((-)-(2R,3S)-2-(2,4-Difluorophenyl)-3-(pyrimidin-4-yl)butan-1,2-diol), C(C)(C)N(CC)C(C)C (diisopropylethylamine). Run in CN(C=O)C (N,N-dimethylformamide), CO (methanol), O1CCCC1 (tetrahydrofuran). Run at time 1 hour. Product: FC1=C(C=CC(=C1)F)[C@@](CN1N=CN=C1)([C@@H](C)C1=NC=NC=C1)O ((-)-(2R,3S)-2-(2,4-Difluorophenyl)-3-(pyrimidin-4-yl)-1-(1H-1,2,4-triazol-1-yl)butan-2-ol). As a reaction SMILES: CS(Cl)(=O)=O.[F:6][C:7]1[CH:12]=[C:11]([F:13])[CH:10]=[CH:9][C:8]=1[C@:14]([OH:25])([C@H:17]([C:19]1[CH:24]=[CH:23][N:22]=[CH:21][N:20]=1)[CH3:18])[CH2:15]O.C(N(C(C)C)CC)(C)C.C(=O)([O-])[O-].[K+].[K+].[NH:41]1[CH:45]=[N:44][CH:43]=[N:42]1>O1CCCC1.CO.CN(C)C=O>[F:6][C:7]1[CH:12]=[C:11]([F:13])[CH:10]=[CH:9][C:8]=1[C@:14]([OH:25])([C@H:17]([C:19]1[CH:24]=[CH:23][N:22]=[CH:21][N:20]=1)[CH3:18])[CH2:15][N:41]1[CH:45]=[N:44][CH:43]=[N:42]1 |f:3.4.5|. Reported procedure: Methanesulphonyl chloride (1.15 g) was added to a stirred solution of the product of part (iv) (2.35 g) and diisopropylethylamine (2.38 g) in dry tetrahydrofuran (30 ml) at -10° to -20° under an atmosphere of dry nitrogen. The solution was stirred at the same temperature for 1 hour and then anhydrous potassium carbonate (7.0 g) and dry N,N-dimethylformamide (25 ml) were added. The mixture was stirred at room temperature for 1.5 hours and then partitioned between water and ether. The organic laye... Reactants: C1CCOC1, CC(C)(C)[O-], Fc1nc(CCl)cn1C(c1ccccc1)(c1ccccc1)c1ccccc1, [K+], [C-]#[N+]CC(=O)OCC. Product: [C-]#[N+]C(Cc1cn(C(c2ccccc2)(c2ccccc2)c2ccccc2)c(F)n1)C(=O)OCC. Reaction SMILES: [CH2:42]1[O:43][CH2:44][CH2:45][CH2:46]1.[CH3:28][C:29]([CH3:30])([O-:31])[CH3:32].[Cl:1][CH2:2][c:3]1[n:4][c:5]([F:27])[n:6]([C:8]([c:9]2[cH:10][cH:11][cH:12][cH:13][cH:14]2)([c:15]2[cH:16][cH:17][cH:18][cH:19][cH:20]2)[c:21]2[cH:22][cH:23][cH:24][cH:25][cH:26]2)[cH:7]1.[K+:33].[N+:34](#[C-:35])[CH2:36][C:37](=[O:38])[O:39][CH2:40][CH3:41]>>[CH2:2]([c:3]1[n:4][c:5]([F:27])[n:6]([C:8]([c:9]2[cH:10][cH:11][cH:12][cH:13][cH:14]2)([c:15]2[cH:16][cH:17][cH:18][cH:19][cH:20]2)[c:21]2[cH:22][cH:23][cH:24][cH:25][cH:26]2)[cH:7]1)[CH:36]([N+:34]#[C-:35])[C:37](=[O:38])[O:39][CH2:40][CH3:41]. Starting materials: C(#N)CC(=O)O (cyanoacetic acid), C(C)(C)[Mg]Cl (i-PrMgCl), C(=O)(N1C=NC=C1)N1C=NC=C1 (1,1′-carbonyldiimidazole), C(C)(C)(C)OC(=O)N1CCC(CC1)(C(=O)O)C1=CC=CC=C1 (1-tert-butoxycarbonyl-4-phenylpiperidine-4-carboxylic acid). The solvent is CC(=O)O (AcOH), C1CCOC1 (THF), C1CCOC1 (THF), C1CCOC1 (THF), O (water). Reaction conditions: time 1 hour. The product is C(C)(C)(C)OC(=O)N1CCC(CC1)(C1=CC=CC=C1)C(CC#N)=O (4-(2-cyanoacetyl)-4-phenylpiperidine-1-carboxylic acid tert-butyl ester). RXN SMILES: [C:1]([CH2:3][C:4]([OH:6])=O)#[N:2].C([Mg]Cl)(C)C.[C:12]([O:16][C:17]([N:19]1[CH2:24][CH2:23][C:22]([C:28]2[CH:33]=[CH:32][CH:31]=[CH:30][CH:29]=2)(C(O)=O)[CH2:21][CH2:20]1)=[O:18])([CH3:15])([CH3:14])[CH3:13].C(N1C=CN=C1)(N1C=CN=C1)=O>C1COCC1.CC(O)=O.O>[C:12]([O:16][C:17]([N:19]1[CH2:20][CH2:21][C:22]([C:4](=[O:6])[CH2:3][C:1]#[N:2])([C:28]2[CH:33]=[CH:32][CH:31]=[CH:30][CH:29]=2)[CH2:23][CH2:24]1)=[O:18])([CH3:15])([CH3:13])[CH3:14]. Procedure details: A solution of 2.52 g (30 mmol) of cyanoacetic acid in 80 mL of dry THF was stirred at −78° C. as 24.6 mL (49.2 mmol) of 2.0 M i-PrMgCl in THF was added. After 1 h, a solution of 3.00 g (10 mmol) 1-tert-butoxycarbonyl-4-phenylpiperidine-4-carboxylic acid (Maybridge, cat. no. JFD 01929) and 1.93 g (12 mmol) of 1,1′-carbonyldiimidazole in 20 mL of THF was added. The reaction mixture was allowed to warm to rt. After 16 h, the mixture was poured into 300 mL of water and the pH lowered to 4 with conc.... Starting materials: CN(C)C=O, CC(C)NC(C)C, CN1Cc2c(-c3noc(CCl)n3)ncn2-c2ccc(F)c(Cl)c2C1=O. Yields the product CC(C)N(Cc1nc(-c2ncn3c2CN(C)C(=O)c2c-3ccc(F)c2Cl)no1)C(C)C. Reaction SMILES: [CH3:33][N:34]([CH3:35])[CH:36]=[O:37].[CH:26]([CH3:27])([CH3:28])[NH:29][CH:30]([CH3:31])[CH3:32].[Cl:1][c:2]1[c:3]([F:25])[cH:4][cH:5][c:6]2[c:7]1[C:8](=[O:24])[N:9]([CH3:23])[CH2:10][c:11]1[n:12]-2[cH:13][n:14][c:15]1-[c:16]1[n:17][o:18][c:19]([CH2:21][Cl:22])[n:20]1>>[Cl:1][c:2]1[c:3]([F:25])[cH:4][cH:5][c:6]2[c:7]1[C:8](=[O:24])[N:9]([CH3:23])[CH2:10][c:11]1[n:12]-2[cH:13][n:14][c:15]1-[c:16]1[n:17][o:18][c:19]([CH2:21][N:29]([CH:26]([CH3:27])[CH3:28])[CH:30]([CH3:31])[CH3:32])[n:20]1.